From a dataset of the Open Reaction Database (ORD), a public repository of structured organic reaction records. describe an organic reaction: reactants, conditions, products, and yield Reactants: CCOC(=O)CN1C(=O)CC2CCCCCCC21, CCOCC, CO, N. The product is NC(=O)CN1C(=O)CC2CCCCCCC21. Reaction SMILES: [CH2:1]([O:3][C:4](=[O:2])[CH2:5][N:6]1[CH:7]2[CH:8]([CH2:9][C:10]1=[O:11])[CH2:12][CH2:13][CH2:14][CH2:15][CH2:16][CH2:17]2)[CH3:18].[CH3:20][CH2:21][O:22][CH2:23][CH3:24].[CH3:25][OH:26].[NH3:19]>>[O:3]=[C:4]([CH2:5][N:6]1[CH:7]2[CH:8]([CH2:9][C:10]1=[O:11])[CH2:12][CH2:13][CH2:14][CH2:15][CH2:16][CH2:17]2)[NH2:19]. Starting materials: CN1CCN(CCOc2cc(OC3CCOCC3)c3c(=O)[nH]cnc3c2)CC1, Cc1ccccc1, CCN(C(C)C)C(C)C, Nc1c(Cl)ccc2c1OCO2, O=P(Cl)(Cl)Cl. Product: CN1CCN(CCOc2cc(OC3CCOCC3)c3c(Nc4c(Cl)ccc5c4OCO5)ncnc3c2)CC1. As a reaction SMILES: [CH3:1][N:2]1[CH2:3][CH2:4][N:5]([CH2:8][CH2:9][O:10][c:11]2[cH:12][c:13]([O:22][CH:23]3[CH2:24][CH2:25][O:26][CH2:27][CH2:28]3)[c:14]3[c:15](=[O:21])[nH:16][cH:17][n:18][c:19]3[cH:20]2)[CH2:6][CH2:7]1.[CH3:54][c:55]1[cH:56][cH:57][cH:58][cH:59][cH:60]1.[CH:34]([N:35]([CH:36]([CH3:37])[CH3:38])[CH2:39][CH3:40])([CH3:41])[CH3:42].[Cl:43][c:44]1[cH:45][cH:46][c:47]2[c:48]([c:49]1[NH2:50])[O:51][CH2:52][O:53]2.[P:29]([Cl:30])([Cl:31])([Cl:32])=[O:33]>>[CH3:1][N:2]1[CH2:3][CH2:4][N:5]([CH2:8][CH2:9][O:10][c:11]2[cH:12][c:13]([O:22][CH:23]3[CH2:24][CH2:25][O:26][CH2:27][CH2:28]3)[c:14]3[c:15]([NH:50][c:49]4[c:44]([Cl:43])[cH:45][cH:46][c:47]5[c:48]4[O:51][CH2:52][O:53]5)[n:16][cH:17][n:18][c:19]3[cH:20]2)[CH2:6][CH2:7]1.